This data is from the Open Reaction Database (ORD), a public repository of structured organic reaction records. The task is: describe an organic reaction: reactants, conditions, products, and yield Starting materials: C(C)N(C(C)C)C(C)C (N-ethyldiisopropylamine), C(CCC)Br (butyl bromide), NCC1=NN=C(O1)C=1N=CN2C1[C@H]1N(C(C3=C2C=CS3)=O)CC1 ((S)-1-(5-aminomethyl-1,3,4-oxadiazol-2-yl)-11,11a-dihydro-8H,10H-azeto[1,2-a]imidazo[5,1-c]thieno[3,2-e][1,4]diazepin-8-one), CN(C=O)C (dimethylformamide). Conditions: time 12 hour. The product is C(CCC)N(CCCC)CC1=NN=C(O1)C=1N=CN2C1[C@H]1N(C(C3=C2C=CS3)=O)CC1 ((S)-1-(5-dibutylaminomethyl-1,3,4-oxadiazol-2-yl)-11,11a-dihydro-8H,10H-azeto-[1,2-a]imidazo[5,1-c]thieno[3,2-e][1,4]diazepin-8-one). Yield: 39.0%. RXN SMILES: C(N([CH:7]([CH3:9])[CH3:8])C(C)C)C.[CH2:10](Br)[CH2:11][CH2:12][CH3:13].[NH2:15][CH2:16][C:17]1[O:21][C:20]([C:22]2[N:23]=[CH:24][N:25]3[C:31]4[CH:32]=[CH:33][S:34][C:30]=4[C:29](=[O:35])[N:28]4[CH2:36][CH2:37][C@H:27]4[C:26]=23)=[N:19][N:18]=1.[CH3:38]N(C)C=O>>[CH2:10]([N:15]([CH2:16][C:17]1[O:21][C:20]([C:22]2[N:23]=[CH:24][N:25]3[C:31]4[CH:32]=[CH:33][S:34][C:30]=4[C:29](=[O:35])[N:28]4[CH2:36][CH2:37][C@H:27]4[C:26]=23)=[N:19][N:18]=1)[CH2:38][CH2:9][CH2:7][CH3:8])[CH2:11][CH2:12][CH3:13]. Procedure details: 17.4 ml (1 00 mmol) of N-ethyldiisopropylamine and 7.87 ml (73 mmol) of butyl bromide were added to a solution of 4 g (12.18 mmol) of (S)-1-(5-aminomethyl-1,3,4-oxadiazol-2-yl)-11,11a-dihydro-8H,10H-azeto[1,2-a]imidazo[5,1-c]thieno[3,2-e][1,4]diazepin-8-one in 100 ml of dimethylformamide whereupon the mixture was stirred at 70° for 12 hours. The dimethylformamide was evaporated and the residue was partitioned between methylene chloride and 2N sodium carbonate solution. The aqueous phase was wash... The reactants are OC1=C(C=C(C(=C1)O)C)C(CCC=1SC2=C(C1CCC)C=CC(=C2)C(F)(F)F)=O (1-(2,4-dihydroxy-5-methylphenyl)-3-[3-propyl-6-(trifluoromethyl)benzothiophen-2-yl]propan-1-one), C([O-])([O-])=O.[Cs+].[Cs+] (cesium carbonate), BrCC(=O)OC (1-Methyl bromoacetate). Run in CC(=O)C (acetone), CC(=O)C (acetone), ice water. Reaction conditions: time 7 hour. Product: OC=1C(=CC(=C(OCC(=O)OCC)C1)C)C(CCC=1SC2=C(C1CCC)C=CC(=C2)C(F)(F)F)=O (Ethyl 5-hydroxy-2-methyl-4-[3-[3-propyl-6-(trifluoromethyl)benzothiophen-2-yl]propionyl]phenoxyacetate). The yield is 86.0%. RXN SMILES: [OH:1][C:2]1[CH:7]=[C:6]([OH:8])[C:5]([CH3:9])=[CH:4][C:3]=1[C:10](=[O:29])[CH2:11][CH2:12][C:13]1[S:14][C:15]2[CH:24]=[C:23]([C:25]([F:28])([F:27])[F:26])[CH:22]=[CH:21][C:16]=2[C:17]=1[CH2:18][CH2:19][CH3:20].[C:30](=O)([O-])[O-].[Cs+].[Cs+].Br[CH2:37][C:38]([O:40][CH3:41])=[O:39]>CC(C)=O>[OH:1][C:2]1[C:3]([C:10](=[O:29])[CH2:11][CH2:12][C:13]2[S:14][C:15]3[CH:24]=[C:23]([C:25]([F:28])([F:26])[F:27])[CH:22]=[CH:21][C:16]=3[C:17]=2[CH2:18][CH2:19][CH3:20])=[CH:4][C:5]([CH3:9])=[C:6]([CH:7]=1)[O:8][CH2:37][C:38]([O:40][CH2:41][CH3:30])=[O:39] |f:1.2.3|. Procedure: In acetone (0.8 mL) was suspended 1-(2,4-dihydroxy-5-methylphenyl)-3-[3-propyl-6-(trifluoromethyl)benzothiophen-2-yl]propan-1-one and cesium carbonate (33 mg, 0.788 mmol). After addition of 1-Methyl bromoacetate in acetone (79 μL), the mixture was stirred for 7 hours at room temperature, diluted with ice-water, and extracted with ethyl acetate. The organic layer was washed with brine, and dried over anhydrous sodium sulfate. After the solvent was removed under reduced pressure, and the residue w... Starting materials: ice sodium chloride, Br (hydrobromic acid), CO (methanol), N([C@@H](CCCNC(N)=N)C(=O)O)C(=O)OCC1=CC=CC=C1 (Z-Arg-OH), N[C@@H](CC1=CC=CC=C1)C(=O)N[C@@H](COC(C)(C)C)C(=O)NCC(=O)OC (H-Phe-Ser(tBu)-Gly-OCH3), C1(CCCCC1)N=C=NC1CCCCC1 (dicyclohexylcarbodiimide), ice water. Solvent: CN(C=O)C (dimethylformamide), CN(C=O)C (dimethylformamide), C(Cl)Cl (methylene chloride), CN(C=O)C (dimethylformamide). Conditions: temperature 0 celsius. The product is N([C@@H](CCCNC(N)=N)C(=O)N[C@@H](CC1=CC=CC=C1)C(=O)N[C@@H](COC(C)(C)C)C(=O)NCC(=O)OC)C(=O)OCC1=CC=CC=C1.Br (Z-Arg-Phe-Ser(tBu)-Gly-OCH3 hydrobromide). Reaction SMILES: [NH:1]([C:13]([O:15][CH2:16][C:17]1[CH:22]=[CH:21][CH:20]=[CH:19][CH:18]=1)=[O:14])[C@H:2]([C:10]([OH:12])=O)[CH2:3][CH2:4][CH2:5][NH:6][C:7](=[NH:9])[NH2:8].[BrH:23].CO.[NH2:26][C@H:27]([C:35]([NH:37][C@H:38]([C:45]([NH:47][CH2:48][C:49]([O:51][CH3:52])=[O:50])=[O:46])[CH2:39][O:40][C:41]([CH3:44])([CH3:43])[CH3:42])=[O:36])[CH2:28][C:29]1[CH:34]=[CH:33][CH:32]=[CH:31][CH:30]=1.C1(N=C=NC2CCCCC2)CCCCC1>CN(C)C=O.C(Cl)Cl>[NH:1]([C:13]([O:15][CH2:16][C:17]1[CH:22]=[CH:21][CH:20]=[CH:19][CH:18]=1)=[O:14])[C@H:2]([C:10]([NH:26][C@H:27]([C:35]([NH:37][C@H:38]([C:45]([NH:47][CH2:48][C:49]([O:51][CH3:52])=[O:50])=[O:46])[CH2:39][O:40][C:41]([CH3:43])([CH3:44])[CH3:42])=[O:36])[CH2:28][C:29]1[CH:30]=[CH:31][CH:32]=[CH:33][CH:34]=1)=[O:12])[CH2:3][CH2:4][CH2:5][NH:6][C:7](=[NH:9])[NH2:8].[BrH:23] |f:7.8|. Procedure: 5.3 g of Z-Arg-OH (17.3 mmols) are suspended in 15 ml of dimethylformamide and after cooling with an ice-sodium chloride mixture, 5.9 ml of hydrobromic acid in methanol (3.06 N, 18 mmols) are added. After brief stirring a clear colourless solution is produced. A solution of 5.6 g of H-Phe-Ser(tBu)-Gly-OCH3 (14.4 mmols) in 15 ml of dimethylformamide is added dropwise thereto at -18°C and a further 7 ml of dimethylformamide are added. A solution of 3.85 g of dicyclohexylcarbodiimide in 5 ml of met... Starting materials: Cl (hydrochloric acid), [Cl-].C(C)(C)[N-]C(C)C.[Mg+2] (Magnesium diisopropylamide chloride), ClCC(=O)[O-].[Na+] (Sodium chloroacetate), [Cl-].[Mg+2].[Cl-] (magnesium chloride), methyl 6-(methylcarboxamido)pyridine-3-carboxylate, C1CCOC1 (THF), C(C)(C)NC(C)C (diisopropylamine), C(CCC)[Mg]Cl (n-butylmagnesium chloride), C1CCOC1 (THF). The solvent is O (water). Conditions: time 3 hour. The product is ClCC(=O)C=1C=CC(=NC1)NC(C)=O (N1-[5-(2-chloroacetyl)pyridin-2-yl]ethanamide). Isolated yield 71.0%. Reaction SMILES: [Cl:1][CH2:2][C:3]([O-:5])=O.[Na+].[Cl-].[Mg+2].[Cl-].[Cl-].C([N-:14][CH:15](C)C)(C)C.[Mg+2].C([NH:22]C(C)C)(C)C.[CH2:26]([Mg]Cl)[CH2:27][CH2:28][CH3:29].Cl.C1C[O:36][CH2:35][CH2:34]1>O>[Cl:1][CH2:2][C:3]([C:27]1[CH:28]=[CH:29][C:15]([NH:14][C:35](=[O:36])[CH3:34])=[N:22][CH:26]=1)=[O:5] |f:0.1,2.3.4,5.6.7|. Procedure: Sodium chloroacetate (5.2 g, 0.045 mol) and 4.3 g (0.045 mol) of magnesium chloride were added to a solution of 5.8 g (0.030 mol) of methyl 6-(methylcarboxamido)pyridine-3-carboxylate in 100 ml of THF, and the mixture was stirred at room temperature for 3 hours. Magnesium diisopropylamide chloride solution [solution prepared by adding 20 ml (0.144 mol) of diisopropylamine dropwise at 40° C. to 67 ml (0.120 mol) of a 1.8 M/kg n-butylmagnesium chloride solution in THF, followed by 3 hours of stirr...